This data is from the Open Reaction Database (ORD), a public repository of structured organic reaction records. The task is: describe an organic reaction: reactants, conditions, products, and yield Reactants: ClC=1C=CC=2N(C1)C(=CN2)C2=CC(=NC=C2)OC (6-Chloro-3-(2-methoxy-pyridin-4-yl)-imidazo[1,2-a]pyridine), ClC=1C=CC=2N(C1)C(=CN2)C2=CC(=NC=C2)OC (6-Chloro-3-(2-methoxy-pyridin-4-yl)-imidazo[1,2-a]pyridine), CC(C)([O-])C.[Na+] (sodium tert-butoxide), NC1C(CCCC1)O (2-aminocyclohexanol). The reagents and catalysts are C(C)(=O)[O-].[Pd+2].C(C)(=O)[O-] (palladium acetate), C[C@H]([C]1[CH][CH][CH][C]1P(C2=CC=CC=C2)C3=CC=CC=C3)P(C4CCCCC4)C5CCCCC5.[CH]1[CH][CH][CH][CH]1.[Fe] ((R)-1-[(1S)-2-(diphenylphosphino)ferrocenyl]ethyldicyclohexylphosphine). Solvent: COCCOC (DME). Product: COC1=NC=CC(=C1)C1=CN=C2N1C=C(C=C2)NC2C(CCCC2)O (2-[3-(2-Methoxy-pyridin-4-yl)-imidazo[1,2-a]pyridin-6-ylamino]-cyclohexanol). RXN SMILES: Cl[C:2]1[CH:3]=[CH:4][C:5]2[N:6]([C:8]([C:11]3[CH:16]=[CH:15][N:14]=[C:13]([O:17][CH3:18])[CH:12]=3)=[CH:9][N:10]=2)[CH:7]=1.CC(C)([O-])C.[Na+].[NH2:25][CH:26]1[CH2:31][CH2:30][CH2:29][CH2:28][CH:27]1[OH:32]>COCCOC.C([O-])(=O)C.[Pd+2].C([O-])(=O)C.C[C@@H](P(C1CCCCC1)C1CCCCC1)[C]1[C](P(C2C=CC=CC=2)C2C=CC=CC=2)[CH][CH][CH]1.[CH]1[CH][CH][CH][CH]1.[Fe]>[CH3:18][O:17][C:13]1[CH:12]=[C:11]([C:8]2[N:6]3[CH:7]=[C:2]([NH:25][CH:26]4[CH2:31][CH2:30][CH2:29][CH2:28][CH:27]4[OH:32])[CH:3]=[CH:4][C:5]3=[N:10][CH:9]=2)[CH:16]=[CH:15][N:14]=1 |f:1.2,5.6.7,8.9.10,^1:62,63,77,78,79,80,81,82,83,84|. Procedure details: 6-Chloro-3-(2-methoxy-pyridin-4-yl)-imidazo[1,2-a]pyridine (Intermediate G) (1 eq, 200 mg, 0.769 mmol), sodium tert-butoxide (2.4 eq, 1.8 mmol, 177 mg), palladium acetate (17 mg, 0.1 eq), (R)-1-[(1S)-2-(diphenylphosphino)ferrocenyl]ethyldicyclohexylphosphine (43 mg, 0.1 eq) are stirred at RT under an inert atmosphere of argon in DME (3 ml) and degassed thoroughly before adding 2-aminocyclohexanol (2 eq, 1.53 mmol, 176 mg) The reaction is heated using microwave radiation at 100° C. for 2 hours. T... Starting materials: COC([C@@H](NC(=O)OCCBr)C(C)C)=O (2-bromoethoxycarbonyl-L-valine methyl ester), C=C (ethylene). The reagents and catalysts are [Co].[Li].C=1C=CC=2C(C1)=C3NC2N=C4C=5C=CC=CC5C(=N4)N=C6C=7C=CC=CC7C(N6)=NC=8C=9C=CC=CC9C(=N3)N8 (lithium cobalt phthalocyanine). Solvent: CO (methanol). Product: COC([C@@H](N)C(C)C)=O (L-valine methyl ester). The yield is 76.2%. Reaction SMILES: [CH3:1][O:2][C:3](=[O:15])[C@H:4]([CH:12]([CH3:14])[CH3:13])[NH:5]C(OCCBr)=O.C=C>CO.[Co].[Li].C1C=CC2C(=C3N=C4N=C(C5C=CC=CC=54)N=C4NC(C5C=CC=CC=54)=NC4=NC(C5C=CC=CC=54)=NC=2N3)C=1>[CH3:1][O:2][C:3](=[O:15])[C@H:4]([CH:12]([CH3:14])[CH3:13])[NH2:5] |f:3.4.5,^1:20|. Procedure details: 7.7 g (8.5 mmols) of lithium cobalt-phthalocyanine in 50 ml of methanol are stirred with 846 mg (3.0 mmols) of 2-bromoethoxycarbonyl-L-valine methyl ester for 2 hours at 20° C (end of the evolution of ethylene) and the mixture is worked up as described in Example 56. 300 mg (76%) of L-valine methyl ester are obtained. Boiling point10 = 53° C. [α]D25 = +42.2° (c = 0.7 in ethanol). Reactants: ClC1=CC=C2C(=C1)NC([C@@]21N(C(CC[C@@H]1C1=CC(=CC=C1)Cl)=O)CC1CC1)=O ((rac) (2′S,3′R)-6-chloro-3′-(3-chlorophenyl)-1′-(cyclopropylmethyl)spiro[indoline-3,2′-piperidine]-2,6′-dione), [H-].[Na+] (sodium hydride), oil, ClCOCC[Si](C)(C)C ((2-(chloromethoxy)ethyl)trimethylsilane), ice water. Solvent: CN(C)C=O (DMF). Conditions: temperature 0 celsius, time 30 minute. Product: ClC1=CC=C2C(=C1)N(C([C@@]21N(C(CC[C@@H]1C1=CC(=CC=C1)Cl)=O)CC1CC1)=O)COCC[Si](C)(C)C ((rac) (2′S,3′R)-6-chloro-3′-(3-chlorophenyl)-1′-(cyclopropylmethyl)-1-((2-(trimethylsilyl)ethoxy)methyl)spiro[indoline-3,2′-piperidine]-2,6′-dione). Reaction SMILES: [Cl:1][C:2]1[CH:7]=[C:6]2[NH:8][C:9](=[O:28])[C@:10]3([C@@H:15]([C:16]4[CH:21]=[CH:20][CH:19]=[C:18]([Cl:22])[CH:17]=4)[CH2:14][CH2:13][C:12](=[O:23])[N:11]3[CH2:24][CH:25]3[CH2:27][CH2:26]3)[C:5]2=[CH:4][CH:3]=1.[H-].[Na+].Cl[CH2:32][O:33][CH2:34][CH2:35][Si:36]([CH3:39])([CH3:38])[CH3:37]>CN(C=O)C>[Cl:1][C:2]1[CH:7]=[C:6]2[N:8]([CH2:32][O:33][CH2:34][CH2:35][Si:36]([CH3:39])([CH3:38])[CH3:37])[C:9](=[O:28])[C@:10]3([C@@H:15]([C:16]4[CH:21]=[CH:20][CH:19]=[C:18]([Cl:22])[CH:17]=4)[CH2:14][CH2:13][C:12](=[O:23])[N:11]3[CH2:24][CH:25]3[CH2:27][CH2:26]3)[C:5]2=[CH:4][CH:3]=1 |f:1.2|. Procedure details: To a solution of (rac) (2′S,3′R)-6-chloro-3′-(3-chlorophenyl)-1′-(cyclopropylmethyl)spiro[indoline-3,2′-piperidine]-2,6′-dione (Example 62, Step H) (114 mg, 0.274 mmol) in DMF (2 mL) at 0° C. was added a dispersion of 60% sodium hydride in mineral oil (10.98 mg, 0.274 mmol) followed by (2-(chloromethoxy)ethyl)trimethylsilane (48.4 μL, 0.274 mmol). The reaction mixture was stirred at 0° C. for 30 min and then warmed to room temperature and stirred at room temperature for 24 h. The reaction mixtur...